Dataset: the Open Reaction Database (ORD), a public repository of structured organic reaction records. Task: describe an organic reaction: reactants, conditions, products, and yield Reactants: ClC1=C(C=CC(=C1)Cl)N1CCC(CN2C1=NC1=C2C(=CC=C1)N(CC)CC)O (1-(2,4-dichlorophenyl)-7-(diethylamino)-2,3,4,5-tetrahydro-1H-[1,3]diazepino[1,2-a]benzimidazol-4-ol), N-oxide, 4A, C(C)#N (acetonitrile). Reagents/catalysts: [Ru](=O)(=O)(=O)[O-].C(CC)[N+](CCC)(CCC)CCC (tetra-n-propylammonium perruthenate). The solvent is O (water). Run at time 2 hour. Yields the product ClC1=C(C=CC(=C1)Cl)N1CCC(CN2C1=NC1=C2C(=CC=C1)N(CC)CC)=O (1-(2,4-Dichlorophenyl)-7-(diethylamino)-2,3-dihydro-1H-[1,3]diazepino[1,2-a]benzimidazol-4(5H)-one). Isolated yield 44.4%. Reaction SMILES: [Cl:1][C:2]1[CH:7]=[C:6]([Cl:8])[CH:5]=[CH:4][C:3]=1[N:9]1[C:15]2=[N:16][C:17]3[CH:22]=[CH:21][CH:20]=[C:19]([N:23]([CH2:26][CH3:27])[CH2:24][CH3:25])[C:18]=3[N:14]2[CH2:13][CH:12]([OH:28])[CH2:11][CH2:10]1.C(#N)C>O.[Ru]([O-])(=O)(=O)=O.C([N+](CCC)(CCC)CCC)CC>[Cl:1][C:2]1[CH:7]=[C:6]([Cl:8])[CH:5]=[CH:4][C:3]=1[N:9]1[C:15]2=[N:16][C:17]3[CH:22]=[CH:21][CH:20]=[C:19]([N:23]([CH2:26][CH3:27])[CH2:24][CH3:25])[C:18]=3[N:14]2[CH2:13][C:12](=[O:28])[CH2:11][CH2:10]1 |f:3.4|. Procedure details: A mixture of 1-(2,4-dichlorophenyl)-7-(diethylamino)-2,3,4,5-tetrahydro-1H-[1,3]diazepino[1,2-a]benzimidazol-4-ol (Example 70; 60.0 mg, 0.143 mmol), tetra-n-propylammonium perruthenate (5.0 mg, 0.014 mmol), 4-methylmorphorine N-oxide (41.9 mg, 0.358 mmol), molecular sieves 4A (60 mg) and acetonitrile (1.5 mL) was stirred at room temperature for 2 hr. The reaction mixture was diluted with water, filtered and extracted with ethyl acetate. The combined organic layer was washed with brine, dried ove... Starting materials: C1(CC1)C1=NN(C=C1C=O)C1=CC=C(C=C1)OC (3-Cyclopropyl-1-(4-methoxyphenyl)-1H-pyrazole-4-carbaldehyde), C(C(C)C)[Mg]Br (isobutylmagnesium bromide). Run in O1CCCC1 (tetrahydrofuran). Yields the product C1(CC1)C1=NN(C=C1C(CC(C)C)O)C1=CC=C(C=C1)OC (1-[3-cyclopropyl-1-(4-methoxyphenyl)-1H-pyrazol-4-yl]-3-methylbutan-1-ol). Isolated yield 82.0%. As a reaction SMILES: [CH:1]1([C:4]2[C:8]([CH:9]=[O:10])=[CH:7][N:6]([C:11]3[CH:16]=[CH:15][C:14]([O:17][CH3:18])=[CH:13][CH:12]=3)[N:5]=2)[CH2:3][CH2:2]1.[CH2:19]([Mg]Br)[CH:20]([CH3:22])[CH3:21]>O1CCCC1>[CH:1]1([C:4]2[C:8]([CH:9]([OH:10])[CH2:19][CH:20]([CH3:22])[CH3:21])=[CH:7][N:6]([C:11]3[CH:12]=[CH:13][C:14]([O:17][CH3:18])=[CH:15][CH:16]=3)[N:5]=2)[CH2:2][CH2:3]1. Reported procedure: 3-Cyclopropyl-1-(4-methoxyphenyl)-1H-pyrazole-4-carbaldehyde (1.8 g) synthesized above was dissolved in tetrahydrofuran (10 mL), isobutylmagnesium bromide (1M tetrahydrofuran solution, 12 mL) was added dropwise at 0° C. In the same manner as in Example 1(6), the title object compound (1.8 g, 82%) was obtained as a white solid. Starting materials: COc1c(Br)cc(Br)c2ccc(C)nc12, CO, O=Cc1ccccc1. The product is COc1c(Br)cc(Br)c2ccc(C=Cc3ccccc3)nc12. Reaction SMILES: [Br:1][c:2]1[c:3]2[cH:4][cH:5][c:6]([CH3:15])[n:7][c:8]2[c:9]([O:13][CH3:14])[c:10]([Br:12])[cH:11]1.[CH3:24][OH:25].[CH:16](=[O:17])[c:18]1[cH:19][cH:20][cH:21][cH:22][cH:23]1>>[Br:1][c:2]1[c:3]2[cH:4][cH:5][c:6]([CH:15]=[CH:16][c:18]3[cH:19][cH:20][cH:21][cH:22][cH:23]3)[n:7][c:8]2[c:9]([O:13][CH3:14])[c:10]([Br:12])[cH:11]1. Starting materials: CO, [K+], [K+], C[Si](C)(C)C#Cc1cccc(C2CN3CCCC3c3cc(OCCCN4CCCCC4)ccc32)c1, O=C([O-])[O-]. Product: C#Cc1cccc(C2CN3CCCC3c3cc(OCCCN4CCCCC4)ccc32)c1. As a reaction SMILES: [CH3:42][OH:43].[K+:36].[K+:37].[N:1]1([CH2:7][CH2:8][CH2:9][O:10][c:11]2[cH:12][cH:13][c:14]3[c:19]([cH:20]2)[CH:18]2[N:17]([CH2:16][CH:15]3[c:24]3[cH:25][c:26]([C:30]#[C:31][Si:32]([CH3:33])([CH3:34])[CH3:35])[cH:27][cH:28][cH:29]3)[CH2:23][CH2:22][CH2:21]2)[CH2:2][CH2:3][CH2:4][CH2:5][CH2:6]1.[O-:38][C:39]([O-:40])=[O:41]>>[N:1]1([CH2:7][CH2:8][CH2:9][O:10][c:11]2[cH:12][cH:13][c:14]3[c:19]([cH:20]2)[CH:18]2[N:17]([CH2:16][CH:15]3[c:24]3[cH:25][c:26]([C:30]#[CH:31])[cH:27][cH:28][cH:29]3)[CH2:23][CH2:22][CH2:21]2)[CH2:2][CH2:3][CH2:4][CH2:5][CH2:6]1. Reactants: [N+](=O)([O-])C=1C=C(C(=O)NCC(=O)NC(CC(=O)OCC)C2=CC=CC=C2)C=CC1 (ethyl 3-{2-[(3-(nitro)benzoyl)amino]acetamido}-3-phenyl-propanoate), [Sn](Cl)Cl (Tin(II) chloride), C(=O)(O)[O-].[Na+] (NaHCO3). Run in C(C)O (ethanol). The product is NC=1C=C(C(=O)NCC(=O)NC(CC(=O)OCC)C2=CC=CC=C2)C=CC1 (Ethyl 3-{2-[(3-(amino)benzoyl)amino]acetamido}-3-phenyl-propanoate). Reaction SMILES: [N+:1]([C:4]1[CH:5]=[C:6]([CH:27]=[CH:28][CH:29]=1)[C:7]([NH:9][CH2:10][C:11]([NH:13][CH:14]([C:21]1[CH:26]=[CH:25][CH:24]=[CH:23][CH:22]=1)[CH2:15][C:16]([O:18][CH2:19][CH3:20])=[O:17])=[O:12])=[O:8])([O-])=O.[Sn](Cl)Cl.C([O-])(O)=O.[Na+]>C(O)C>[NH2:1][C:4]1[CH:5]=[C:6]([CH:27]=[CH:28][CH:29]=1)[C:7]([NH:9][CH2:10][C:11]([NH:13][CH:14]([C:21]1[CH:26]=[CH:25][CH:24]=[CH:23][CH:22]=1)[CH2:15][C:16]([O:18][CH2:19][CH3:20])=[O:17])=[O:12])=[O:8] |f:2.3|. Reported procedure: A solution of ethyl 3-{2-[(3-(nitro)benzoyl)amino]acetamido}-3-phenyl-propanoate from II.3a (2.7 g) in 100 ml of ethanol was treated with Tin(II) chloride (7.6 g) and heated under reflux for 3 h. The reaction mixture was then added to ice, rendered neutral with NaHCO3 solution and filtered through Celite. The filtrate was extracted with methylene chloride, dried (MgSO4) and concentrated. Chromatographic purification (purification (methylene chloride/methanol (5:1)) yielded the product (yield: 2.... Conditions: time 30 minute. Reaction SMILES: [CH:1]1[C:11]2[CH2:10][S:9][C:8]3[CH:12]=[CH:13][CH:14]=[CH:15][C:7]=3[S:6][C:5]=2[CH:4]=[CH:3][CH:2]=1.C([Li])CCC.O.[CH3:22][N:23]([CH3:27])[CH2:24][CH2:25]Cl>CCOCC.CCCCCC>[CH3:22][N:23]([CH3:27])[CH2:24][CH2:25][CH:10]1[S:9][C:8]2[CH:12]=[CH:13][CH:14]=[CH:15][C:7]=2[S:6][C:5]2[CH:4]=[CH:3][CH:2]=[CH:1][C:11]1=2. Yields the product CN(CCC1C2=C(SC3=C(S1)C=CC=C3)C=CC=C2)C (11-(2-Dimethylaminoethyl)-11H-dibenzo(b,e)-1,4-dithiepin). Reported procedure: A solution of 3.40 g of 11H-dibenzo(b,e)-1,4-dithiepin (K. Sindelar, M. Protiva and M. Hrubantova, Czech. 202.239) in 50 ml of ether was treated dropwise over 20 minutes of 15% n-butyllithium solution in hexane in a nitrogen atmosphere. The mixture was stirred for 30 minutes at room temperature and then treated with external cooling with ice and water and with 10 ml of 2-dimethylaminoethyl chloride, added dropwise. Then, the mixture was stirred for another 2 hours at room temperature. It was the... Solvent: CCOCC (ether), CCCCCC (hexane). Starting materials: C1=CC=CC=2SC3=C(SCC21)C=CC=C3 (11H-dibenzo(b,e)-1,4-dithiepin), C(CCC)[Li] (n-butyllithium), O (water), CN(CCCl)C (2-dimethylaminoethyl chloride). Reactants: CN (methylamine), C(C1=CC=CC=C1)OCN1N=CC(=C(C1=O)NCCCCl)Cl (2-benzyloxymethyl-5-chloro-4-[N-(3-chloropropyl)-amino]-3(2H)-pyridazinone). Solvent: C(C)O (ethanol). Reaction conditions: time 5 hour. The product is C(C1=CC=CC=C1)OCN1N=CC(=C(C1=O)NCCCNC)Cl (2-Benzyloxymethyl-5-chloro-4-{N-[3-(methylamino)-propyl]-amino}-3(2H)-pyridazinone). Yield: 80.0%. As a reaction SMILES: [CH2:1]([O:8][CH2:9][N:10]1[C:15](=[O:16])[C:14]([NH:17][CH2:18][CH2:19][CH2:20]Cl)=[C:13]([Cl:22])[CH:12]=[N:11]1)[C:2]1[CH:7]=[CH:6][CH:5]=[CH:4][CH:3]=1.[CH3:23][NH2:24]>C(O)C>[CH2:1]([O:8][CH2:9][N:10]1[C:15](=[O:16])[C:14]([NH:17][CH2:18][CH2:19][CH2:20][NH:24][CH3:23])=[C:13]([Cl:22])[CH:12]=[N:11]1)[C:2]1[CH:7]=[CH:6][CH:5]=[CH:4][CH:3]=1. Procedure: 5.35 g (15.63 mmoles) of 2-benzyloxymethyl-5-chloro-4-[N-(3-chloropropyl)-amino]-3(2H)-pyridazinone [which can be prepared according to method 3.ii)] are dissolved in 40 ml of ethanol containing 33% of methylamine. The solution is kept at 100° C. for 5 hours in a pressure-tight steel tube. The solvent is evaporated and the residue is subjected to chromatography on a silica gel column. Thus 4.19 g (80%) of the desired compound are obtained. Rf =0.35. Run in O (water), C(C)(=O)O (acetic acid). Reported procedure: A mixture of 500 mg. (1.85 mmole) of methyl 2-dimethylamino-3-benzoylphenylacetate and 15 ml. of 3N sodium hydroxide was refluxed for 1.5 hr. under nitrogen. The cooled filtered reaction mixture was diluted with an equal volume of water and neutralized with glacial acetic acid. The precipitate which formed could not be recrystallized and was therefore dissolved in benzene and placed on a magnesium silicate column. The column was eluted with benzene-acetone to give 300 mg. of product which melted... Yields the product CN(C1=C(C=CC=C1C(C1=CC=CC=C1)=O)CC(=O)O)C (2-Dimethylamino-3-benzoylphenylacetic Acid). As a reaction SMILES: [CH3:1][N:2]([CH3:22])[C:3]1[C:8]([C:9](=[O:16])[C:10]2[CH:15]=[CH:14][CH:13]=[CH:12][CH:11]=2)=[CH:7][CH:6]=[CH:5][C:4]=1[CH2:17][C:18]([O:20]C)=[O:19].[OH-].[Na+]>O.C(O)(=O)C>[CH3:22][N:2]([CH3:1])[C:3]1[C:8]([C:9](=[O:16])[C:10]2[CH:15]=[CH:14][CH:13]=[CH:12][CH:11]=2)=[CH:7][CH:6]=[CH:5][C:4]=1[CH2:17][C:18]([OH:20])=[O:19] |f:1.2|. Reactants: CN(C1=C(C=CC=C1C(C1=CC=CC=C1)=O)CC(=O)OC)C (methyl 2-dimethylamino-3-benzoylphenylacetate), [OH-].[Na+] (sodium hydroxide). Reactants: ClC(Cl)Cl, ClCCl, CCC(=O)NC1CC(n2cnc3c(NCC(c4ccccc4)c4ccccc4)nc(C(=O)NCCN)nc32)C(O)C1O, CS(=O)(=O)Cl. The product is CCC(=O)NC1CC(n2cnc3c(NCC(c4ccccc4)c4ccccc4)nc(C(=O)NCCNS(C)(=O)=O)nc32)C(O)C1O. As a reaction SMILES: [CH:48]([Cl:49])([Cl:50])[Cl:51].[Cl:52][CH2:53][Cl:54].[NH2:1][CH2:2][CH2:3][NH:4][C:5](=[O:6])[c:7]1[n:8][c:9]([NH:28][CH2:29][CH:30]([c:31]2[cH:32][cH:33][cH:34][cH:35][cH:36]2)[c:37]2[cH:38][cH:39][cH:40][cH:41][cH:42]2)[c:10]2[n:11][cH:12][n:13]([CH:16]3[CH:17]([OH:27])[CH:18]([OH:26])[CH:19]([NH:21][C:22]([CH2:23][CH3:24])=[O:25])[CH2:20]3)[c:14]2[n:15]1.[S:43](=[O:44])(=[O:45])([CH3:46])[Cl:47]>>[NH:1]([CH2:2][CH2:3][NH:4][C:5](=[O:6])[c:7]1[n:8][c:9]([NH:28][CH2:29][CH:30]([c:31]2[cH:32][cH:33][cH:34][cH:35][cH:36]2)[c:37]2[cH:38][cH:39][cH:40][cH:41][cH:42]2)[c:10]2[n:11][cH:12][n:13]([CH:16]3[CH:17]([OH:27])[CH:18]([OH:26])[CH:19]([NH:21][C:22]([CH2:23][CH3:24])=[O:25])[CH2:20]3)[c:14]2[n:15]1)[S:43](=[O:44])(=[O:45])[CH3:46].